Dataset: the Open Reaction Database (ORD), a public repository of structured organic reaction records. Task: describe an organic reaction: reactants, conditions, products, and yield Reactants: OC1=CC=C(C=C1)C1=CC=C(C=C1)C(=O)O (4'-hydroxybiphenyl-4-carboxylic acid), CN(C)C1=NC=CC=C1 (dimethylamino pyridine), C(CCCCCCCC)(=O)Cl (nonanoyl chloride). Run in C(C)N(CC)CC (triethyl amine), C(Cl)Cl (methylene chloride), O (water), C(Cl)Cl (methylene chloride). Product: C(CCCCCCCC)(=O)OC1=CC=C(C=C1)C1=CC=C(C=C1)C(=O)O (4'-n-nonanoyloxybiphenyl-4-carboxylic acid). Yield: 83.2%. RXN SMILES: [OH:1][C:2]1[CH:7]=[CH:6][C:5]([C:8]2[CH:13]=[CH:12][C:11]([C:14]([OH:16])=[O:15])=[CH:10][CH:9]=2)=[CH:4][CH:3]=1.[C:17](Cl)(=[O:26])[CH2:18][CH2:19][CH2:20][CH2:21][CH2:22][CH2:23][CH2:24][CH3:25].CN(C1C=CC=CN=1)C>O.C(Cl)Cl.C(N(CC)CC)C>[C:17]([O:1][C:2]1[CH:3]=[CH:4][C:5]([C:8]2[CH:13]=[CH:12][C:11]([C:14]([OH:16])=[O:15])=[CH:10][CH:9]=2)=[CH:6][CH:7]=1)(=[O:26])[CH2:18][CH2:19][CH2:20][CH2:21][CH2:22][CH2:23][CH2:24][CH3:25]. Procedure details: To 13 ml of methylene chloride, were dissolved 1.25 g of 4'-hydroxybiphenyl-4-carboxylic acid and 0.52 g of triethyl amine. To the solution was added 10 ml of methylene chloride solution of 1.2 g of nonanoyl chloride dropwise with stirring at an ambient temperature. Further, 0.2 g of dimethylamino pyridine was added and the solution was stirred for a whole day and night at an ambient temperature. After the termination of the reaction, the solution was concentrated under a reduced pressure, the r... Reactants: N(=[N+]=[N-])C1(CCCC=2C=CC=NC12)C1=CC=C(C=C1)C(F)(F)F (8-azido-8-(4-(trifluoromethyl)phenyl)-5,6,7,8-tetrahydroquinoline), FC(C1=CC=C(C=C1)C1(CCCC=2C=CC=NC12)O)(F)F (8-(4-(trifluoromethyl)phenyl)-5,6,7,8-tetrahydroquinolin-8-ol), C=1C=CC(=CC1)P(=O)(C=2C=CC=CC2)N=[N+]=[N-] (DPPA), C1CCC2=NCCCN2CC1 (DBU), [N-]=[N+]=[N-].[Na+] (sodium azide). Run in CCOC(=O)C (EtOAc), O (water), C1(=CC=CC=C1)C (toluene). Reaction conditions: time 2 day. Product: FC(C1=CC=C(C=C1)C1(CCCC=2C=CC=NC12)N)(F)F (8-(4-(trifluoromethyl)phenyl)-5,6,7,8-tetrahydroquinolin-8-amine). Reaction SMILES: [N:1]([C:4]1([C:14]2[CH:19]=[CH:18][C:17]([C:20]([F:23])([F:22])[F:21])=[CH:16][CH:15]=2)[C:13]2[N:12]=[CH:11][CH:10]=[CH:9][C:8]=2[CH2:7][CH2:6][CH2:5]1)=[N+]=[N-].FC(F)(F)C1C=CC(C2(O)C3N=CC=CC=3CCC2)=CC=1.C1C=CC(P(N=[N+]=[N-])(C2C=CC=CC=2)=O)=CC=1.C1CCN2C(=NCCC2)CC1.[N-]=[N+]=[N-].[Na+]>CCOC(C)=O.O.C1(C)C=CC=CC=1>[F:23][C:20]([F:21])([F:22])[C:17]1[CH:18]=[CH:19][C:14]([C:4]2([NH2:1])[C:13]3[N:12]=[CH:11][CH:10]=[CH:9][C:8]=3[CH2:7][CH2:6][CH2:5]2)=[CH:15][CH:16]=1 |f:4.5|. Procedure: 8-azido-8-(4-(trifluoromethyl)phenyl)-5,6,7,8-tetrahydroquinoline. To a solution of 8-(4-(trifluoromethyl)phenyl)-5,6,7,8-tetrahydroquinolin-8-ol (1.2 g, 4.09 mmol) and toluene (2.5 mL) was added DPPA (2.7 mL, 12.53 mmol) and DBU (0.77 mL, 5.11 mmol). The reaction was then treated with sodium azide (780 mg, 12.00 mmol) and stirred for 2 days. The reaction was poured into a separatory funnel containing water and EtOAc. The aqueous layer was extracted with EtOAc (2×25 mL). The combined EtOAc layer... The reactants are [OH-].[Na+] (sodium hydroxide), COC(CC1C2CC3CC(CC1C3)(C2)O)=O (5-hydroxy-2-adamantyl acetic acid methyl ester). Run in CO (methanol). Reaction conditions: time 14 hour. Product: OC12CC3C(C(CC(C1)C3)C2)CC(=O)O (5-hydroxy-2-adamantyl acetic acid). Reaction SMILES: [OH-].[Na+].C[O:4][C:5](=[O:18])[CH2:6][CH:7]1[CH:14]2[CH2:15][CH:10]3[CH2:11][C:12]([OH:17])([CH2:16][CH:8]1[CH2:9]3)[CH2:13]2>CO>[OH:17][C:12]12[CH2:13][CH:14]3[CH2:15][CH:10]([CH2:9][CH:8]([CH:7]3[CH2:6][C:5]([OH:18])=[O:4])[CH2:16]1)[CH2:11]2 |f:0.1|. Reported procedure: Aqueous 2.5 N sodium hydroxide solution 0.49 ml was added to methanol 10 ml solution of 5-hydroxy-2-adamantyl acetic acid methyl ester 181.5 mg and stirred at room temperature for 14 hours. Reaction mixture was concentrated in vacuo. Saturated sodium bicarbonate solution was added to the residue and washed with ether. Aqueous layer was adjused to pH 1 by adding 12 N hydrochloric acid, and extracted with ethyl acetate, then dried by adding anhydrous sodium sulfate. After removal of the drying age... Product: CCCCCCc1cccc(-c2nc(CCCOCc3ccc(F)cc3)c(C(=O)N3CCC(N4CCCC4)CC3)n2C)c1. RXN SMILES: [CH2:1]([CH2:2][CH2:3][CH2:4][CH2:5][CH3:6])[c:7]1[cH:8][c:9](-[c:13]2[n:14][c:15]([CH2:32][CH2:33][CH2:34][OH:35])[c:16]([C:19](=[O:20])[N:21]3[CH2:22][CH2:23][CH:24]([N:27]4[CH2:28][CH2:29][CH2:30][CH2:31]4)[CH2:25][CH2:26]3)[n:17]2[CH3:18])[cH:10][cH:11][cH:12]1.[F:36][c:37]1[cH:38][cH:39][c:40]([CH2:41][Br:42])[cH:43][cH:44]1.[H-:45].[Na+:46].[O:47]=[CH:48][N:49]([CH3:50])[CH3:51]>>[CH2:1]([CH2:2][CH2:3][CH2:4][CH2:5][CH3:6])[c:7]1[cH:8][c:9](-[c:13]2[n:14][c:15]([CH2:32][CH2:33][CH2:34][O:35][CH2:41][c:40]3[cH:39][cH:38][c:37]([F:36])[cH:44][cH:43]3)[c:16]([C:19](=[O:20])[N:21]3[CH2:22][CH2:23][CH:24]([N:27]4[CH2:28][CH2:29][CH2:30][CH2:31]4)[CH2:25][CH2:26]3)[n:17]2[CH3:18])[cH:10][cH:11][cH:12]1. Starting materials: CCCCCCc1cccc(-c2nc(CCCO)c(C(=O)N3CCC(N4CCCC4)CC3)n2C)c1, Fc1ccc(CBr)cc1, [H-], [Na+], CN(C)C=O. Reactants: FC(C=1C=C(C=CC1)C(=O)C=O)(F)F (3-trifluoromethylphenyl glyoxal), C(=O)(OC)C1=CC=C(C=C1)CCC(C)(C)N (3-(4-carbomethoxyphenyl)-1,1-dimethylpropylamine). Product: C(=O)(OC)C1=CC=C(C=C1)CCC(C)(C)NCC(C1=CC(=CC=C1)C(F)(F)F)O (N-(3-(4-Carbomethoxyphenyl)-1,1-dimethylpropyl)-2-hydroxy-2-(3-trifluoromethylphenyl)ethanamine), hydrochloride salt monohydrate. Reaction SMILES: [F:1][C:2]([F:14])([F:13])[C:3]1[CH:4]=[C:5]([C:9]([CH:11]=O)=[O:10])[CH:6]=[CH:7][CH:8]=1.[C:15]([C:19]1[CH:24]=[CH:23][C:22]([CH2:25][CH2:26][C:27]([NH2:30])([CH3:29])[CH3:28])=[CH:21][CH:20]=1)([O:17][CH3:18])=[O:16]>>[C:15]([C:19]1[CH:24]=[CH:23][C:22]([CH2:25][CH2:26][C:27]([NH:30][CH2:11][CH:9]([OH:10])[C:5]2[CH:6]=[CH:7][CH:8]=[C:3]([C:2]([F:1])([F:13])[F:14])[CH:4]=2)([CH3:28])[CH3:29])=[CH:21][CH:20]=1)([O:17][CH3:18])=[O:16]. Reported procedure: The title compound was prepared as in Example 1a from 3-trifluoromethylphenyl glyoxal (2.0 g) and 3-(4-carbomethoxyphenyl)-1,1-dimethylpropylamine (2.6 g) and isolated as the hydrochloride salt monohydrate m.p. 214°-219°. (methanol-ether). τ(DMSO d6) 8.6 (6H,s), 7.8-8.2 (2H,m), 6.6-7.4 (4H,m), 6.1 (3H,s), 5.8 (3H, broad, replaceable by D2O), 4.8 (1H,m), 2.55 (2H,d,J=8 Hz), 2.1-2.4 (4H,m), 2.07 (2H,d,J=8 Hz), 1.3 (1H, broad, replaceable by D2O), 0.33 (1H, broad, replaceable by D2O). Reactants: Cl(=O)[O-].[Na+] (sodium chlorite), [N+](=O)([O-])C1=CC=C(S1)C=O (5-nitrothiophene-2-carbaldehyde), C(C)(=O)OCC (ethyl acetate), [N+](=O)([O-])C1=CC=C(S1)C=O (5-nitrothiophene-2-carbaldehyde), S(N)(O)(=O)=O (sulfamic acid). The solvent is O (water), O (water), O1CCOCC1 (dioxane). Reaction conditions: temperature 0 celsius, time 2 hour. The product is [N+](=O)([O-])C1=CC=C(S1)C(=O)O (5-nitrothiophene-2-carboxylic acid). Isolated yield 193.9%. RXN SMILES: [N+:1]([C:4]1[S:8][C:7]([CH:9]=[O:10])=[CH:6][CH:5]=1)([O-:3])=[O:2].S(=O)(=O)([OH:13])N.Cl([O-])=O.[Na+].C(OCC)(=O)C>O1CCOCC1.O>[N+:1]([C:4]1[S:8][C:7]([C:9]([OH:13])=[O:10])=[CH:6][CH:5]=1)([O-:3])=[O:2] |f:2.3|. Procedure: A mixture of 5-nitrothiophene-2-carbaldehyde (1.685 g, 10.72 mmol) and sulfamic acid (1.249 g, 12.87 mmol) in dioxane (30 ml) was cooled to 0° C., and a solution of sodium chlorite (1.940 g, 21.44 mmol) in water (14 ml) was added drop-wise. The mixture was allowed to warm to RT and stirred for 2 hours. A second batch of 5-nitrothiophene-2-carbaldehyde (1.966 g, 12.51 mmol) was reacted under the same conditions using the molar ratios described above. The two reaction mixtures were combined and po... The reactants are C1(=CC=CC=C1)CCC(=O)N (3-phenylpropionamide), COC=1C=CC(=CC1)P2(=S)SP(=S)(S2)C=3C=CC(=CC3)OC (Lawesson's reagent), CCCCCC (hexane), C(Cl)Cl (methylene chloride). The solvent is C1(=CC=CC=C1)C (toluene), C(C)(=O)O (acetic acid). The product is C1(=CC=CC=C1)CCC(=S)N (3-phenylthiopropionamide). The yield is 23.9%. RXN SMILES: [C:1]1([CH2:7][CH2:8][C:9]([NH2:11])=O)[CH:6]=[CH:5][CH:4]=[CH:3][CH:2]=1.COC1C=CC(P2(SP(C3C=CC(OC)=CC=3)(=S)S2)=[S:21])=CC=1.CCCCCC.C(Cl)Cl>C1(C)C=CC=CC=1.C(O)(=O)C>[C:1]1([CH2:7][CH2:8][C:9]([NH2:11])=[S:21])[CH:6]=[CH:5][CH:4]=[CH:3][CH:2]=1. Reported procedure: To a solution of 3-phenylpropionamide (1.653 g, 6.827 mmol) in toluene (20 mL) was added Lawesson's reagent (0.716 g, 1.77 mmol). The reaction was refluxed overnight, cooled to room temperature and concentrated yielding an orange oil. Flash chromatography of this oil (1:1 hexane:methylene chloride with 1% acetic acid) yielded 3-phenylthiopropionamide (0.070 g) as a white solid: mp 82°-83° C.; 1HNMR (DMSO d6) 300 mHz 9.35 (br s, 1 H), 9.15 (br s, 1 H), 7.34-7.10 (m, 2 H), 2.95 (t, J=8.48 Hz, 2 H)...